This data is from the Open Reaction Database (ORD), a public repository of structured organic reaction records. The task is: describe an organic reaction: reactants, conditions, products, and yield Reactants: C(C)(=O)O.C(=N)N (formamidine acetate), [O-]CC.[Na+] (sodium ethoxide), [H-].[Na+] (NaH), C(C)OC(CNC(=O)OCC)=O (ethoxycarbonylamino-acetic acid ethyl ester), C1(=CC=CC=C1)C (toluene), C(C)OC(C=CC)=O (but-2-enoic acid ethyl ester). Run in C(C)O (Ethanol). Conditions: time 5 hour. The product is C(C)(C)(C)OC(=O)N1CC=2N=CNC(C2C1C)=O ((±)-5-Methyl-4-oxo-3,4,5,7-tetrahydro-pyrrolo[3,4-d]pyrimidine-6-carboxylic acid tert-butyl ester). Reaction SMILES: [H-].[Na+].C(O[C:6](=O)[CH2:7][NH:8][C:9]([O:11]CC)=[O:10])C.C(O[C:18](=[O:22])[CH:19]=[CH:20][CH3:21])C.C(O)(=O)C.[CH:27]([NH2:29])=[NH:28].[O-]CC.[Na+].[C:34]1([CH3:40])[CH:39]=CC=C[CH:35]=1>C(O)C>[C:34]([O:11][C:9]([N:8]1[CH:20]([CH3:21])[C:19]2[C:18](=[O:22])[NH:29][CH:27]=[N:28][C:6]=2[CH2:7]1)=[O:10])([CH3:35])([CH3:39])[CH3:40] |f:0.1,4.5,6.7|. Procedure: To a suspension of NaH (9.72 g, 243 mmol, 60% in mineral oil) in toluene (100 mL), ethoxycarbonylamino-acetic acid ethyl ester (38 g, 187 mmol) is added at 0° C. The reaction is left stirring for 5 h at the same temperature. At that point but-2-enoic acid ethyl ester (25.6 g, 224 mmol) is added and the reaction allowed to warm up to rt and stirred for further 2 h. Ethanol (30 mL) is added and the reaction is then evaporated. The crude 1-tert-butyl 3-ethyl 2-methyl-4-oxopyrrolidine-1,3-dicarboxyl... Reactants: C(CC(O)(C(=O)O)CC(=O)O)(=O)O (citric acid), CC(C)([O-])C.[K+] (potassium tert-butoxide), [OH-].[Na+] (sodium hydroxide), 1-tert-butyl ester, C(CCC1=CC=CC=C1)=O (hydrocinnamaldehyde). Run in O (water), C(C)(=O)OCC (ethyl acetate), C1CCOC1 (THF), C1CCOC1 (THF), C1CCOC1 (THF). Run at temperature -10 celsius, time 15 minute. The product is C(C)(C)(C)OC(C/C(/C(=O)O)=C\CCC1=CC=CC=C1)=O ((E)-2-[2-(tert-Butoxy)-2-oxoethyl]-5-phenyl-2-pentenoic acid). The yield is 74785.5%. As a reaction SMILES: [CH3:1][C:2]([CH3:5])([O-:4])[CH3:3].[K+].[CH:7](=O)[CH2:8][CH2:9][C:10]1[CH:15]=[CH:14][CH:13]=[CH:12][CH:11]=1.[C:17](O)(=[O:28])[CH2:18][C:19](CC(O)=O)([C:21]([OH:23])=[O:22])O.[OH-].[Na+]>C1COCC1.O.C(OCC)(=O)C>[C:2]([O:4][C:17](=[O:28])[CH2:18]/[C:19](=[CH:7]\[CH2:8][CH2:9][C:10]1[CH:15]=[CH:14][CH:13]=[CH:12][CH:11]=1)/[C:21]([OH:23])=[O:22])([CH3:5])([CH3:3])[CH3:1] |f:0.1,4.5|. Procedure details: A solution of 3-(diethoxyphosphoryl)succinic add 1-tert-butyl ester (100 g, 0.32 mol) in THF 300 ml) was added dropwise over 15 min to a stirred solution of potassium tert-butoxide (110 g, 0.98 mol) in THF (300 ml), between −10 and −5° C., under nitrogen. The mixture was stirred at −10° C. for 15 min and then a solution of hydrocinnamaldehyde (46.8 g, 0.35 mmol) in THF (100 ml) was added dropwise over 15 min, between −13 and −8° C. The mixture was stirred at −10° C. for 30 min and then a solutio... Starting materials: NC(=S)N (thiourea), C(C)(=O)[O-].[Na+] (sodium acetate), Cl (hydrochloric acid), Cl.ClC(C(C(=O)OCC)=O)C(=O)C1=NC=CC=C1 (ethyl 3-chloro-4-(2-pyridyl)-2,4-dioxo-butyrate hydrochloride). Solvent: O1CCCC1 (tetrahydrofuran), O (water), O (water). Run at time 2 hour. Yields the product NC=1SC(=C(N1)C(=O)OCC)C(=O)C1=NC=CC=C1 (ethyl 2-amino-5-(2-pyridinecarbonyl)-4-thiazolecarboxylate). Isolated yield 20.7%. RXN SMILES: [NH2:1][C:2]([NH2:4])=[S:3].C([O-])(=O)C.[Na+].Cl.Cl[CH:12]([C:20]([C:22]1[CH:27]=[CH:26][CH:25]=[CH:24][N:23]=1)=[O:21])[C:13](=O)[C:14]([O:16][CH2:17][CH3:18])=[O:15].Cl>O1CCCC1.O>[NH2:1][C:2]1[S:3][C:12]([C:20]([C:22]2[CH:27]=[CH:26][CH:25]=[CH:24][N:23]=2)=[O:21])=[C:13]([C:14]([O:16][CH2:17][CH3:18])=[O:15])[N:4]=1 |f:1.2,3.4|. Procedure details: To a solution of thiourea (4.5 g) and sodium acetate (5 g) in a mixture of tetrahydrofuran (50 ml) and water (15 ml) was added ethyl 3-chloro-4-(2-pyridyl)-2,4-dioxo-butyrate hydrochloride (5.6 g). After the mixture was stirred at 45° C. to 50° C. for 2 hours, water (50 ml) was added thereto. The resulting mixtures was acidified to pH 1.0 with 10% hydrochloric acid. The precipitate was collected by filtration. The precipitate was added to a mixture of water and ethyl acetate, and adjusted to pH ... Reactants: NC1=C(C(=O)NC2=CC(=NC=C2)C)C=C(C=N1)Br (2-amino-5-bromo-N-(2-methyl-pyridin-4-yl)-nicotinamide), COCCN1N=CC(=C1)B1OC(C(O1)(C)C)(C)C (1-(2-methoxy-ethyl)-4-(4,4,5,5-tetramethyl-[1,3,2]dioxaborolan-2-yl)-1H-pyrazole). Yields the product NC1=C(C(=O)NC2=CC(=NC=C2)C)C=C(C=N1)C=1C=NN(C1)CCOC (2-Amino-5-[1-(2-methoxy-ethyl)-1H-pyrazol-4-yl]-N-(2-methyl-pyridine-4-yl)-nicotinamide). As a reaction SMILES: [NH2:1][C:2]1[N:17]=[CH:16][C:15](Br)=[CH:14][C:3]=1[C:4]([NH:6][C:7]1[CH:12]=[CH:11][N:10]=[C:9]([CH3:13])[CH:8]=1)=[O:5].[CH3:19][O:20][CH2:21][CH2:22][N:23]1[CH:27]=[C:26](B2OC(C)(C)C(C)(C)O2)[CH:25]=[N:24]1>>[NH2:1][C:2]1[N:17]=[CH:16][C:15]([C:26]2[CH:25]=[N:24][N:23]([CH2:22][CH2:21][O:20][CH3:19])[CH:27]=2)=[CH:14][C:3]=1[C:4]([NH:6][C:7]1[CH:12]=[CH:11][N:10]=[C:9]([CH3:13])[CH:8]=1)=[O:5]. Procedure: Reaction of 2-amino-5-bromo-N-(2-methyl-pyridin-4-yl)-nicotinamide with 1-(2-methoxy-ethyl)-4-(4,4,5,5-tetramethyl-[1,3,2]dioxaborolan-2-yl)-1H-pyrazole gives the compound “A20”; The reactants are [Al+3], COC(=O)C1(Cc2ccccc2)CCC2(CC1)OCCO2, [H-], [H-], [H-], [H-], [Li+], [Na+], C1CCOC1, [OH-], O. The product is OCC1(Cc2ccccc2)CCC2(CC1)OCCO2. As a reaction SMILES: [Al+3:28].[CH2:1]1[CH2:2][O:3][C:4]2([CH2:5][CH2:6][C:7]([C:10](=[O:11])[O:12][CH3:13])([CH2:14][c:15]3[cH:16][cH:17][cH:18][cH:19][cH:20]3)[CH2:8][CH2:9]2)[O:21]1.[H-:27].[H-:30].[H-:31].[H-:32].[Li+:29].[Na+:34].[O:22]1[CH2:23][CH2:24][CH2:25][CH2:26]1.[OH-:33].[OH2:35]>>[CH2:1]1[CH2:2][O:3][C:4]2([CH2:5][CH2:6][C:7]([CH2:10][OH:11])([CH2:14][c:15]3[cH:16][cH:17][cH:18][cH:19][cH:20]3)[CH2:8][CH2:9]2)[O:21]1. Starting materials: C(Cl)(Cl)Cl (chloroform), C(\C=C/C(=O)OCCC(C(C(C(F)(F)F)(F)F)(F)F)(F)F)(=O)OCCC(C(C(C(F)(F)F)(F)F)(F)F)(F)F (1,4-di(3,3,4,4,5,5,6,6,6-nonafluorohexyl) maleate), Cl.CN(C)C(C)S (N,N-dimethylaminoethanethiol hydrochloride), C([O-])([O-])=O.[K+].[K+] (potassium carbonate), CN(C=O)C (N,N-dimethylformamide). Run at temperature 60 celsius, time 4 hour. Product: CN(C)CC(=S)/C(/C(=O)OCCC(C(C(C(F)(F)F)(F)F)(F)F)(F)F)=C/C(=O)OCCC(C(C(C(F)(F)F)(F)F)(F)F)(F)F (1,4-di(3,3,4,4,5,5,6,6,6-nonafluorohexyl) 2-(N,N-dimethylaminoethanethionyl)maleate). The yield is 54.0%. Reaction SMILES: [C:1]([O:23][CH2:24][CH2:25][C:26]([F:38])([F:37])[C:27]([F:36])([F:35])[C:28]([F:34])([F:33])[C:29]([F:32])([F:31])[F:30])(=[O:22])/[CH:2]=[CH:3]\[C:4]([O:6][CH2:7][CH2:8][C:9]([F:21])([F:20])[C:10]([F:19])([F:18])[C:11]([F:17])([F:16])[C:12]([F:15])([F:14])[F:13])=[O:5].Cl.CN([CH:43]([SH:45])C)C.C(=O)([O-])[O-].[K+].[K+].C(Cl)(Cl)Cl.[CH3:56][N:57]([CH3:60])[CH:58]=O>>[CH3:56][N:57]([CH2:58][C:43](/[C:2](=[CH:3]/[C:4]([O:6][CH2:7][CH2:8][C:9]([F:21])([F:20])[C:10]([F:18])([F:19])[C:11]([F:17])([F:16])[C:12]([F:15])([F:14])[F:13])=[O:5])/[C:1]([O:23][CH2:24][CH2:25][C:26]([F:37])([F:38])[C:27]([F:35])([F:36])[C:28]([F:33])([F:34])[C:29]([F:32])([F:31])[F:30])=[O:22])=[S:45])[CH3:60] |f:1.2,3.4.5|. Reported procedure: In an amount of 25.1 g (41 mmol) of 1,4-di(3,3,4,4,5,5,6,6,6-nonafluorohexyl) maleate, 6.4 g (45 mmol) of N,N-dimethylaminoethanethiol hydrochloride and 5.7 g (41 mmol) of potassium carbonate were dissolved in 60 mL of N,N-dimethylformamide and stirred at 60° C. for 4 hours. Then, the reaction mixture was added with 500 mL of chloroform and the organic phase was washed with a saturated aqueous sodium hydrogencarbonate solution. Subsequently, the organic layer was collected, and the organic solve...